Dataset: the Open Reaction Database (ORD), a public repository of structured organic reaction records. Task: describe an organic reaction: reactants, conditions, products, and yield Reactants: O=C1NC2=CC=C(C=C2C1C1CN(CC1)C(=O)OC(C)(C)C)NC(=N)C=1SC=CC1 (tert-Butyl 3-(2-oxo-5-(thiophene-2-carboximidamido)indolin-3-yl)pyrrolidine-1-carboxylate), Cl (HCl). Solvent: CO (methanol). Product: O=C1NC2=CC=C(C=C2C1C1CNCC1)NC(=N)C=1SC=CC1 (N-(2-Oxo-3-(pyrrolidin-3-yl)indolin-5-yl)thiophene-2-carboximidamide). Yield: 107.7%. RXN SMILES: [O:1]=[C:2]1[CH:10]([CH:11]2[CH2:15][CH2:14][N:13](C(OC(C)(C)C)=O)[CH2:12]2)[C:9]2[C:4](=[CH:5][CH:6]=[C:7]([NH:23][C:24]([C:26]3[S:27][CH:28]=[CH:29][CH:30]=3)=[NH:25])[CH:8]=2)[NH:3]1.Cl>CO>[O:1]=[C:2]1[CH:10]([CH:11]2[CH2:15][CH2:14][NH:13][CH2:12]2)[C:9]2[C:4](=[CH:5][CH:6]=[C:7]([NH:23][C:24]([C:26]3[S:27][CH:28]=[CH:29][CH:30]=3)=[NH:25])[CH:8]=2)[NH:3]1. Reported procedure: A solution of compound 5 (0.21 g, 0.492 mmol) in methanol (10 mL) was treated with 1 N HCl solution (10 mL) and the resulting solution was refluxed for 30 min. The reaction was brought to room temperature and solvent was evaporated. The crude was dissolved into water (10 mL), filtered and washed with water (2×5 mL). The combined water layer was evaporated to obtain compound 43 (0.173 g, 88%) as a solid. 1H NMR (DMSO-d6) δ 11.50 (brs, 1H), 10.87 (d, 1H, J=3.0 Hz), 9.79 (s, 1H), 9.69-9.46 (m, 2H),... Reactants: BrC1=CC(=NC(=C1)N)N (4-bromo-pyridine-2,6-diamine), C1(=C(C(=CC(=C1)C)C)S(=O)(=O)ON)C (O-mesitylene-sulfonyl-hydroxylamine), COC1=CC=CC(=N1)C=O (6-methoxy-pyridine-2-carbaldehyde). Yields the product BrC1=CC=2N(C(=C1)N)N=C(N2)C2=NC(=CC=C2)OC (7-Bromo-2-(6-methoxy-pyridin-2-yl)-[1,2,4]triazolo[1,5-a]pyridin-5-ylamine). RXN SMILES: [Br:1][C:2]1[CH:7]=[C:6]([NH2:8])[N:5]=[C:4]([NH2:9])[CH:3]=1.C1(C)C=C(C)C=C(C)C=1S(O[NH2:22])(=O)=O.[CH3:24][O:25][C:26]1[N:31]=[C:30]([CH:32]=O)[CH:29]=[CH:28][CH:27]=1>>[Br:1][C:2]1[CH:7]=[C:6]([NH2:8])[N:5]2[N:22]=[C:32]([C:30]3[CH:29]=[CH:28][CH:27]=[C:26]([O:25][CH3:24])[N:31]=3)[N:9]=[C:4]2[CH:3]=1. Reported procedure: The title compound, MS m/e (%): 320 (M+, 100), was prepared in accordance with the general method of example 63 from 4-bromo-pyridine-2,6-diamine, O-mesitylene-sulfonyl-hydroxylamine, and 6-methoxy-pyridine-2-carbaldehyde. The purification was performed with reversed phase HPLC eluting with an acetonitrile/water gradient. The reactants are O=C([O-])O, C=Cc1ccccc1, CN(C)C(=O)C(Cl)=NO, Cc1ccccc1, [K+], O. Product: CN(C)C(=O)C1=NOC(c2ccccc2)C1. RXN SMILES: [C:18](=[O:19])([O-:20])[OH:21].[CH2:10]=[CH:11][c:12]1[cH:13][cH:14][cH:15][cH:16][cH:17]1.[CH3:1][N:2]([C:3]([C:4](=[N:5][OH:6])[Cl:7])=[O:8])[CH3:9].[CH3:23][c:24]1[cH:25][cH:26][cH:27][cH:28][cH:29]1.[K+:22].[OH2:30]>>[CH3:1][N:2]([C:3]([C:4]1=[N:5][O:6][CH:11]([c:12]2[cH:13][cH:14][cH:15][cH:16][cH:17]2)[CH2:10]1)=[O:8])[CH3:9]. The reactants are BrC1=CC(=C(C(=O)OC(C)C)C=C1NC(=O)N)F (isopropyl 4-bromo-2-fluoro-5-ureidobenzoate), CCOC(=O)C1CCCC1=O (ethyl cyclopentanon-2-carboxylate). Run in C1(=CC=CC=C1)C (toluene). The product is BrC1=CC(=C(C(=O)OC(C)C)C=C1NC(=O)NC1=C(CCC1)C(=O)OCC)F (isopropyl 4-bromo-2-fluoro-5-{3-[2-(ethoxycarbonyl)-1-cyclopenten-1-yl]ureido}-benzoate). Reaction SMILES: [Br:1][C:2]1[C:13]([NH:14][C:15]([NH2:17])=[O:16])=[CH:12][C:5]([C:6]([O:8][CH:9]([CH3:11])[CH3:10])=[O:7])=[C:4]([F:18])[CH:3]=1.[CH3:19][CH2:20][O:21][C:22]([CH:24]1[C:28](=O)[CH2:27][CH2:26][CH2:25]1)=[O:23]>C1(C)C=CC=CC=1>[Br:1][C:2]1[C:13]([NH:14][C:15]([NH:17][C:25]2[CH2:26][CH2:27][CH2:28][C:24]=2[C:22]([O:21][CH2:20][CH3:19])=[O:23])=[O:16])=[CH:12][C:5]([C:6]([O:8][CH:9]([CH3:11])[CH3:10])=[O:7])=[C:4]([F:18])[CH:3]=1. Procedure: using isopropyl 4-bromo-2-fluoro-5-ureidobenzoate and ethyl cyclopentanon-2-carboxylate is toluene there is obtained isopropyl 4-bromo-2-fluoro-5-{3-[2-(ethoxycarbonyl)-1-cyclopenten-1-yl]ureido}-benzoate, m.p. 166°-168° C. Reactants: C(C1=CC=CC=C1)OC=1C=C(C=C2CC(CC(C12)C(=O)OC1=CC=C(C=C1)[N+](=O)[O-])(C)C)OC(C)CCCC1=CC=CC=C1 (p-nitrophenyl 8-benzyloxy-3,3-dimethyl-6-(5-phenyl-2-pentyloxy)tetralin-1-carboxylate), NC(=O)N (urea), [H-].[Na+] (sodium hydride). Solvent: CS(=O)C (dimethylsulfoxide). The product is OC=1C=C(C=C2CC(CC(C12)C(=O)NC(=O)N)(C)C)OC(C)CCCC1=CC=CC=C1 (8-Hydroxy-3,3-dimethyl-6-(5-phenyl-2-pentyloxy)-tetralin-1-carbonyl urea). As a reaction SMILES: C([O:8][C:9]1[CH:10]=[C:11]([O:33][CH:34]([CH2:36][CH2:37][CH2:38][C:39]2[CH:44]=[CH:43][CH:42]=[CH:41][CH:40]=2)[CH3:35])[CH:12]=[C:13]2[C:18]=1[CH:17]([C:19](OC1C=CC([N+]([O-])=O)=CC=1)=[O:20])[CH2:16][C:15]([CH3:32])([CH3:31])[CH2:14]2)C1C=CC=CC=1.[NH2:45][C:46]([NH2:48])=[O:47].[H-].[Na+]>CS(C)=O>[OH:8][C:9]1[CH:10]=[C:11]([O:33][CH:34]([CH2:36][CH2:37][CH2:38][C:39]2[CH:40]=[CH:41][CH:42]=[CH:43][CH:44]=2)[CH3:35])[CH:12]=[C:13]2[C:18]=1[CH:17]([C:19]([NH:45][C:46]([NH2:48])=[O:47])=[O:20])[CH2:16][C:15]([CH3:32])([CH3:31])[CH2:14]2 |f:2.3|. Procedure details: By reacting 1.2 g. (2 mmole) p-nitrophenyl 8-benzyloxy-3,3-dimethyl-6-(5-phenyl-2-pentyloxy)tetralin-1-carboxylate, 0.3 g. (5 mmole) urea and 0.248 g. (10 mmole) sodium hydride in 12 ml. dimethylsulfoxide at room temperature for one hour and isolation of product by the method of Example 89, Part B and removal of benzyl group by hydrogenolysis by the procedure of Example 89, Part C affords the pure title compound in 36% overall yield. 1H-NMR (CDCl3) ppm (delta): 0.77 (s, 3H), 1.1 (m, 8H), 1.7 (m,... The reactants are C(C=1C(N)=CC=CC1)(=O)O (anthranilic acid), Cl.ClC1=CC=NC=C1 (4-chloropyridine hydrochloride), C(C)(=O)[O-].[Na+] (sodium acetate). Solvent: C(C)(=O)O (acetic acid). The product is N1=CC=C(C=C1)NC1=C(C(=O)O)C=CC=C1 (2-(4-pyridinylamino)benzoic acid). Isolated yield 99.9%. RXN SMILES: [C:1]([OH:10])(=[O:9])[C:2]1[C:3](=[CH:5][CH:6]=[CH:7][CH:8]=1)[NH2:4].Cl.Cl[C:13]1[CH:18]=[CH:17][N:16]=[CH:15][CH:14]=1.C([O-])(=O)C.[Na+]>C(O)(=O)C>[N:16]1[CH:17]=[CH:18][C:13]([NH:4][C:3]2[CH:5]=[CH:6][CH:7]=[CH:8][C:2]=2[C:1]([OH:10])=[O:9])=[CH:14][CH:15]=1 |f:1.2,3.4|. Procedure details: A suspension of 274.5 g (2.0 moles) of anthranilic acid, 300 g (2.0 moles) of 4-chloropyridine hydrochloride and 180 g (2.19 moles) of anhydrous sodium acetate in 855 ml of glacial acetic acid was stirred at reflux for three hours. The mixture was cooled to room temperature and the precipitated solid was filtered. The product was washed with a small amount of cold acetic acid followed by cold ether. It was dried at 75° C., in vacuo to give 428 g (85.6%) of 2-(4-pyridinylamino)benzoic acid as the... Reactants: N([C@@H]([C@H](OC(C)(C)C)C)C(=O)N[C@@H](CC1=CC=C(C=C1)OC(C)(C)C)C(=O)N[C@@H]([C@H](OC(C)(C)C)C)C(=O)N[C@@H](CCC(N)=O)C(=O)N[C@@H](CC(N)=O)C(=O)N[C@@H](CC1=CC=CC=C1)C(=O)OC)C(=O)OCC1=CC=CC=C1 (Z-Thr(tBu)-Tyr(tBu)-Thr(tBu)-Gln-Asn-Phe-OCH3), O.NN (hydrazine hydrate). Run in CO (methanol). Product: N([C@@H]([C@H](OC(C)(C)C)C)C(=O)N[C@@H](CC1=CC=C(C=C1)OC(C)(C)C)C(=O)N[C@@H]([C@H](OC(C)(C)C)C)C(=O)N[C@@H](CCC(N)=O)C(=O)N[C@@H](CC(N)=O)C(=O)N[C@@H](CC1=CC=CC=C1)C(=O)NN)C(=O)OCC1=CC=CC=C1 (Z-Thr(tBu)-Tyr(tBu)-Thr(tBu)-Gln-Asn-Phe-NH-NH2). RXN SMILES: [NH:1]([C:69]([O:71][CH2:72][C:73]1[CH:78]=[CH:77][CH:76]=[CH:75][CH:74]=1)=[O:70])[C@H:2]([C:10]([NH:12][C@H:13]([C:26]([NH:28][C@H:29]([C:37]([NH:39][C@H:40]([C:46]([NH:48][C@H:49]([C:54]([NH:56][C@H:57]([C:65](OC)=[O:66])[CH2:58][C:59]1[CH:64]=[CH:63][CH:62]=[CH:61][CH:60]=1)=[O:55])[CH2:50][C:51](=[O:53])[NH2:52])=[O:47])[CH2:41][CH2:42][C:43](=[O:45])[NH2:44])=[O:38])[C@@H:30]([CH3:36])[O:31][C:32]([CH3:35])([CH3:34])[CH3:33])=[O:27])[CH2:14][C:15]1[CH:20]=[CH:19][C:18]([O:21][C:22]([CH3:25])([CH3:24])[CH3:23])=[CH:17][CH:16]=1)=[O:11])[C@@H:3]([CH3:9])OC(C)(C)C.[OH2:79].[NH2:80][NH2:81]>CO>[NH:1]([C:69]([O:71][CH2:72][C:73]1[CH:74]=[CH:75][CH:76]=[CH:77][CH:78]=1)=[O:70])[C@H:2]([C:10]([NH:12][C@H:13]([C:26]([NH:28][C@H:29]([C:37]([NH:39][C@H:40]([C:46]([NH:48][C@H:49]([C:54]([NH:56][C@H:57]([C:65]([NH:80][NH2:81])=[O:66])[CH2:58][C:59]1[CH:60]=[CH:61][CH:62]=[CH:63][CH:64]=1)=[O:55])[CH2:50][C:51](=[O:53])[NH2:52])=[O:47])[CH2:41][CH2:42][C:43](=[O:45])[NH2:44])=[O:38])[C@@H:30]([CH3:36])[O:31][C:32]([CH3:33])([CH3:35])[CH3:34])=[O:27])[CH2:14][C:15]1[CH:20]=[CH:19][C:18]([O:21][C:22]([CH3:23])([CH3:25])[CH3:24])=[CH:17][CH:16]=1)=[O:11])[C@@H:3]([CH3:9])[O:79][C:15]([CH3:20])([CH3:16])[CH3:14] |f:1.2|. Procedure: 2.0 g of Z-Thr(tBu)-Tyr(tBu)-Thr(tBu)-Gln-Asn-Phe-OCH3 are dissolved in 150 ml of methanol and caused to react with 10.7 ml of hydrazine hydrate for 6 hours at room temperature. The precipitate is filtered off, washed with methanol, and dried in a high vacuum over concentrated sulfuric acid. Melting point 231° (decomp); [α]D20 = + 4° (c = 0.89 in dimethylformamide). Starting materials: C([O-])(O)=O.[Na+] (sodium bicarbonate), CC(CC1(OC1)C(F)(F)F)(C)C1=CC=CC=2CCOC21 (7-[1,1-dimethyl-2-(2-trifluoromethyloxiranyl)ethyl]-2,3-dihydrobenzofuran), N1C=CC=2C(CCCC12)=O (1,5,6,7-tetrahydroindol-4-one), [O-]CC.[Na+] (sodium ethoxide). The solvent is C(C)O (ethanol). Run at temperature 85 celsius. Product: O1CCC2=C1C(=CC=C2)C(CC(CN2C=CC=1C(CCCC21)=O)(C(F)(F)F)O)(C)C (1-[4-(2,3-Dihydrobenzofuran-7-yl)-2-hydroxy-4-methyl-2-trifluoromethylpentyl]-1,5,6,7-tetrahydroindol-4-one). Isolated yield 66.0%. RXN SMILES: [CH3:1][C:2]([C:12]1[C:20]2[O:19][CH2:18][CH2:17][C:16]=2[CH:15]=[CH:14][CH:13]=1)([CH3:11])[CH2:3][C:4]1([C:7]([F:10])([F:9])[F:8])[CH2:6][O:5]1.[NH:21]1[C:29]2[CH2:28][CH2:27][CH2:26][C:25](=[O:30])[C:24]=2[CH:23]=[CH:22]1.[O-]CC.[Na+].C(=O)(O)[O-].[Na+]>C(O)C>[O:19]1[C:20]2[C:12]([C:2]([CH3:1])([CH3:11])[CH2:3][C:4]([OH:5])([C:7]([F:8])([F:10])[F:9])[CH2:6][N:21]3[C:29]4[CH2:28][CH2:27][CH2:26][C:25](=[O:30])[C:24]=4[CH:23]=[CH:22]3)=[CH:13][CH:14]=[CH:15][C:16]=2[CH2:17][CH2:18]1 |f:2.3,4.5|. Reported procedure: To a suspension of 7-[1,1-dimethyl-2-(2-trifluoromethyloxiranyl)ethyl]-2,3-dihydrobenzofuran (59.2 mg, 0.21 mmol) and 1,5,6,7-tetrahydroindol-4-one (56.0 mg, 0.41 mmol) in 0.4 mL of anhydrous ethanol was added 0.077 mL of sodium ethoxide solution (21 wt % in ethanol). The reaction mixture was then heated at 85° C. for 16 hours. The resulting mixture was poured into half-saturated sodium bicarbonate and extracted with ethyl acetate. The combined organic phases were dried over sodium sulfate, filt... Starting materials: BrC=1C=C(N)C=CC1 (3-bromoaniline), C(C)(=O)OC(C)=O (acetic anhydride). The solvent is ClCCl (dichloromethane). Reaction conditions: time 14 hour. Yields the product BrC=1C=C(C=CC1)NC(C)=O (N-(3-Bromo-phenyl)-acetamide). Yield: 96.0%. Reaction SMILES: [Br:1][C:2]1[CH:3]=[C:4]([CH:6]=[CH:7][CH:8]=1)[NH2:5].[C:9](OC(=O)C)(=[O:11])[CH3:10]>ClCCl>[Br:1][C:2]1[CH:3]=[C:4]([NH:5][C:9](=[O:11])[CH3:10])[CH:6]=[CH:7][CH:8]=1. Procedure: To a dichloromethane solution (15 ml) of 3-bromoaniline (1 g), acetic anhydride (659 μl) was added, followed by stirring at room temperature for 14 hours. This was washed with water (20 ml), and the organic layer was dried over sodium sulfate. After filtering off the sodium sulfate, the solvent was distilled off under reduced pressure. This was purified by silica gel column chromatography (dichloromethane/methanol=200/1), to obtain the desired compound (1.19 g, 96%). Starting materials: CC1(OCC(O1)(CN)CCCN1CCN(CCN(CC1)CC(=O)O)CC(=O)O)C (1-{3-[2,2-dimethyl-4-aminomethyl-1,3-dioxolanyl]-propyl}-4,7-bis-(carboxymethyl)-1,4,7-triazacyclononane), Cl (hydrochloric acid), O (water), [OH-].[Na+] (sodium hydroxide), BrCC(=O)O (bromoacetic acid). Run at time 15 hour. The product is OC(CN(CC(=O)O)CCCN1CCN(CCN(CC1)CC(=O)O)CC(=O)O)CO (1-[3-[N-(2,3-dihydroxypropyl)-N-(carboxymethyl)-amino]propyl]-4,7-bis-(carboxymethyl)-1,4,7-triazacyclononane). Reaction SMILES: CC1(C)OC([CH2:9][CH2:10][CH2:11][N:12]2[CH2:20][CH2:19][N:18]([CH2:21][C:22]([OH:24])=[O:23])[CH2:17][CH2:16][N:15]([CH2:25][C:26]([OH:28])=[O:27])[CH2:14][CH2:13]2)(CN)CO1.[OH-:30].[Na+].Br[CH2:33][C:34]([OH:36])=[O:35].Cl.[OH2:38]>>[OH:30][CH:10]([CH2:9][OH:38])[CH2:11][N:12]([CH2:9][CH2:10][CH2:11][N:12]1[CH2:13][CH2:14][N:15]([CH2:25][C:26]([OH:28])=[O:27])[CH2:16][CH2:17][N:18]([CH2:21][C:22]([OH:24])=[O:23])[CH2:19][CH2:20]1)[CH2:33][C:34]([OH:36])=[O:35] |f:1.2|. Procedure details: A solution of 1-{3-[2,2-dimethyl-4-aminomethyl-1,3-dioxolanyl]-propyl}-4,7-bis-(carboxymethyl)-1,4,7-triazacyclononane (12.4 g, 0.03 mol) in 100 mL of deionized water is adjusted to pH 10 with 1N sodium hydroxide. Then bromoacetic acid (4.2 g, 0.03 mol) is added and the mixture is heated to 50 C. for 15 hours, keeping the pH of the solution between 9 and 10. Then the pH is adjusted to 4 with 1N hydrochloric acid and the solvent is evaporated under reduced pressure to give 1-[3-[N-(2,3-dihydroxyp...